describe an organic reaction: reactants, conditions, products, and yield From a dataset of the Open Reaction Database (ORD), a public repository of structured organic reaction records. The reactants are CCOC(=O)C1CCc2cc(OC)ccc2C1=O, CCO. Yields the product CCOC(=O)C1CCc2cc(OC)ccc2C1. Reaction SMILES: [CH2:1]([CH3:2])[O:3][C:4](=[O:5])[CH:6]1[C:7](=[O:18])[c:8]2[cH:9][cH:10][c:11]([O:16][CH3:17])[cH:12][c:13]2[CH2:14][CH2:15]1.[CH3:19][CH2:20][OH:21]>>[CH2:1]([CH3:2])[O:3][C:4](=[O:5])[CH:6]1[CH2:7][c:8]2[cH:9][cH:10][c:11]([O:16][CH3:17])[cH:12][c:13]2[CH2:14][CH2:15]1. Starting materials: C(C)(C)(C)OC(=O)NCCCNC1=CC=CC=2N1C=CN2 (5-[3-(tert-butoxycarbonylamino)propylamino]imidazo[1,2-a]pyridine), Cl.CO (hydrogen chloride methanol). The solvent is C(Cl)Cl (methylene chloride). Run at time 20 hour. Yields the product Cl.Cl.NCCCNC1=CC=CC=2N1C=CN2 (5-[3-(amino)propylamino]imidazo[1,2-a]pyridine dihydrochloride). Yield: 83.0%. Reaction SMILES: C(OC([NH:8][CH2:9][CH2:10][CH2:11][NH:12][C:13]1[N:18]2[CH:19]=[CH:20][N:21]=[C:17]2[CH:16]=[CH:15][CH:14]=1)=O)(C)(C)C.[ClH:22].CO>C(Cl)Cl>[ClH:22].[ClH:22].[NH2:8][CH2:9][CH2:10][CH2:11][NH:12][C:13]1[N:18]2[CH:19]=[CH:20][N:21]=[C:17]2[CH:16]=[CH:15][CH:14]=1 |f:1.2,4.5.6|. Procedure details: To a suspension of 5-[3-(tert-butoxycarbonylamino)propylamino]imidazo[1,2-a]pyridine (1.742 g, 6 mmoles) in methylene chloride (40 ml) was added hydrogen chloride-methanol (6 ml) and the mixture was stirred at room temperature for 20 hours. After the solvent was distilled off, ethanol (15 ml) and ether (30 ml) were added to the residue. Then, the crystals precipitated were filtered off and washed in turn with ether and a small amount of ethanol to obtain 1.311 g of the desired product (83.0%, pa... Reactants: C1(=CC=CC=C1)C(C(=CC=C(C(=O)OCC)N(C)C)SC)=O (ethyl 6-phenyl-6-oxo-5-methylthio-2-dimethylamino-2,4-hexadienoate), CC[O-].[Na+] (sodium ethylate), ethyl 1-(3-biphenylyl)acetate, F[B-](F)(F)F.CN(C(=CC=[N+](C)C)C(=O)OCC)C (N-(3-dimethylamino-3-ethoxycarbonylpropenylidene)-N-methylmethanaminium tetrafluoroborate), ethanolic solution, C(C)O (ethanol). Product: CN(C(C(=O)OCC)=CC=C(C(=O)OCC)C=1C=C(C=CC1)C1=CC=CC=C1)C (diethyl 2-dimethylamino-5-(3-biphenylyl)-2,4-hexadienedioate). RXN SMILES: [C:1]1([C:7](=O)[C:8](SC)=[CH:9][CH:10]=[C:11](N(C)C)[C:12](OCC)=O)[CH:6]=[CH:5][CH:4]=[CH:3][CH:2]=1.F[B-](F)(F)F.[CH3:28][N:29]([CH3:41])[C:30]([C:36]([O:38][CH2:39][CH3:40])=[O:37])=[CH:31][CH:32]=[N+](C)C.[CH3:42][CH2:43][O-:44].[Na+].[CH2:46]([OH:48])[CH3:47]>>[CH3:28][N:29]([CH3:41])[C:30](=[CH:31][CH:32]=[C:42]([C:11]1[CH:12]=[C:7]([C:1]2[CH:2]=[CH:3][CH:4]=[CH:5][CH:6]=2)[CH:8]=[CH:9][CH:10]=1)[C:43]([O:48][CH2:46][CH3:47])=[O:44])[C:36]([O:38][CH2:39][CH3:40])=[O:37] |f:1.2,3.4|. Procedure: The procedure is as in Example 4 for the preparation of ethyl 6-phenyl-6-oxo-5-methylthio-2-dimethylamino-2,4-hexadienoate, starting with N-(3-dimethylamino-3-ethoxycarbonylpropenylidene)-N-methylmethanaminium tetrafluoroborate (8 g), a 2M ethanolic solution of sodium ethylate (14 cc) and ethyl 1-(3-biphenylyl)acetate (6.7 g) in ethanol (30 cc). After purification by chromatography on a silica column with dichloromethane as eluent, diethyl 2-dimethylamino-5-(3-biphenylyl)-2,4-hexadienedioate (4.... The reactants are OC1=CC=C(C=C1)C1=NC(=CC=C1C1=CC=C(C=C1)OC)C1=CC=CC=C1 (2-(4-hydroxyphenyl)-3-(4-methoxyphenyl)-6-phenylpyridine), Cl.ClCCN1CCCC1 (N-(2-chloroethyl)pyrrolidine hydrochloride), C(=O)([O-])[O-].[K+].[K+] (K2CO3). Run in C(C)C(=O)C (methyl ethyl ketone). Product: N1(CCCC1)CCOC1=CC=C(C=C1)C1=NC(=CC=C1C1=CC=C(C=C1)OC)C1=CC=CC=C1 (2-[4-[2-(1-Pyrrolidinyl)ethoxy]phenyl]-3-(4-methoxyphenyl)-6-phenylpyridine). The yield is 93.2%. Reaction SMILES: [OH:1][C:2]1[CH:7]=[CH:6][C:5]([C:8]2[C:13]([C:14]3[CH:19]=[CH:18][C:17]([O:20][CH3:21])=[CH:16][CH:15]=3)=[CH:12][CH:11]=[C:10]([C:22]3[CH:27]=[CH:26][CH:25]=[CH:24][CH:23]=3)[N:9]=2)=[CH:4][CH:3]=1.Cl.Cl[CH2:30][CH2:31][N:32]1[CH2:36][CH2:35][CH2:34][CH2:33]1.C([O-])([O-])=O.[K+].[K+]>C(C(C)=O)C>[N:32]1([CH2:31][CH2:30][O:1][C:2]2[CH:3]=[CH:4][C:5]([C:8]3[C:13]([C:14]4[CH:19]=[CH:18][C:17]([O:20][CH3:21])=[CH:16][CH:15]=4)=[CH:12][CH:11]=[C:10]([C:22]4[CH:23]=[CH:24][CH:25]=[CH:26][CH:27]=4)[N:9]=3)=[CH:6][CH:7]=2)[CH2:36][CH2:35][CH2:34][CH2:33]1 |f:1.2,3.4.5|. Procedure details: The 2-(4-hydroxyphenyl)-3-(4-methoxyphenyl)-6-phenylpyridine (2.0 g, 5 mmol), N-(2-chloroethyl)pyrrolidine hydrochloride (1.0 g, 5 mmol), and powdered K2CO3 (4.2 g, 30 mmol) were stirred in 200 mL methyl ethyl ketone and refluxed 20 h. The reaction mixture was worked up and the residue triturated with pet. ether, filtered, and dried in vacuo to give 2.1 g (84% yield) of an off-white solid: mp 100°-103° C.; 1H NMR (CDCl3) d 1.81-1.84 (m, 4H, pyrrolidine), 2.61-2.65 (m, 4H, pyrrolidine), 2.88-2.92... Starting materials: ClC=1C(=CC(=C(C(=O)O)C1)F)OCC12CC3(CC(CC(C1)C3)C2)CO (5-chloro-2-fluoro-4-((3-(hydroxymethyl)adamantan-1-yl)methoxy)benzoic acid), CO (methanol), C(C)N=C=NCCCN(C)C (1-ethyl-3-(3-dimethylaminopropyl)carbodiimide). Reagents/catalysts: CN(C1=CC=NC=C1)C (4-dimethylaminopyridine). The solvent is CN(C=O)C (dimethylformamide), C(C)(=O)OCC (ethyl acetate). Run at time 24 hour. Yields the product ClC=1C(=CC(=C(C(=O)OC)C1)F)OCC12CC3(CC(CC(C1)C3)C2)CO (methyl 5-chloro-2-fluoro-4-((3-(hydroxymethyl)- adamantan-1-yl)methoxy)benzoate). The yield is 17.7%. As a reaction SMILES: [Cl:1][C:2]1[C:3]([O:12][CH2:13][C:14]23[CH2:23][CH:18]4[CH2:19][CH:20]([CH2:22][C:16]([CH2:24][OH:25])([CH2:17]4)[CH2:15]2)[CH2:21]3)=[CH:4][C:5]([F:11])=[C:6]([CH:10]=1)[C:7]([OH:9])=[O:8].CO.[CH2:28](N=C=NCCCN(C)C)C>CN(C)C1C=CN=CC=1.CN(C)C=O.C(OCC)(=O)C>[Cl:1][C:2]1[C:3]([O:12][CH2:13][C:14]23[CH2:23][CH:18]4[CH2:19][CH:20]([CH2:22][C:16]([CH2:24][OH:25])([CH2:17]4)[CH2:15]2)[CH2:21]3)=[CH:4][C:5]([F:11])=[C:6]([CH:10]=1)[C:7]([O:9][CH3:28])=[O:8]. Reported procedure: A solution of 5-chloro-2-fluoro-4-((3-(hydroxymethyl)adamantan-1-yl)methoxy)benzoic acid (3.53 g, 9.57 mmol), 4-dimethylaminopyridine (0.23 g, 1.90 mmol), and methanol (3.87 mL, 95.70 mmol) in anhydrous dimethylformamide (50 mL) under nitrogen was treated with 1-ethyl-3-(3-dimethylaminopropyl)carbodiimide (3.67 g, 19.10 mmol). The reaction mixture was stirred for 24 hours at ambient temperature; diluted with ethyl acetate (200 mL) and washed with water (100 mL), saturated ammonium chloride (100 ... Starting materials: N1C=NC2=C1C=CC(=C2)C(=O)O (1H-benzoimidazole-5-carboxylic acid), N1[C@@H]2[C@H](CCC1)C=1C=CC(=CC1C2)N (cis-2,3,4,4a,9,9a-hexahydro-1H-indeno[2,1-b]pyridin-7-ylamine). The product is NC1=CC=2C[C@@H]3N(CCC[C@@H]3C2C=C1)C(=O)C1=CC2=C(NC=N2)C=C1 ((cis-7-Amino-2,3,4,4a,9,9a-hexahydro-indeno[2,1-b]pyridin-1-yl)-(1H-benzoimidazol-5-yl)-methanone). Yield: 30.0%. Reaction SMILES: [NH:1]1[C:5]2[CH:6]=[CH:7][C:8]([C:10]([OH:12])=O)=[CH:9][C:4]=2[N:3]=[CH:2]1.[NH:13]1[CH2:18][CH2:17][CH2:16][C@@H:15]2[C:19]3[CH:20]=[CH:21][C:22]([NH2:26])=[CH:23][C:24]=3[CH2:25][C@H:14]12>>[NH2:26][C:22]1[CH:21]=[CH:20][C:19]2[C@@H:15]3[C@@H:14]([N:13]([C:10]([C:8]4[CH:7]=[CH:6][C:5]5[NH:1][CH:2]=[N:3][C:4]=5[CH:9]=4)=[O:12])[CH2:18][CH2:17][CH2:16]3)[CH2:25][C:24]=2[CH:23]=1. Procedure: The title compound is prepared from 1H-benzoimidazole-5-carboxylic acid and cis-2,3,4,4a,9,9a-hexahydro-1H-indeno[2,1-b]pyridin-7-ylamine following a procedure analogous to that described in Example 1. Yield: 30% of theory; LC (method 1): tR=0.79 min; Mass spectrum (ESI+): m/z=333 [M+H]+.